This data is from the Open Reaction Database (ORD), a public repository of structured organic reaction records. The task is: describe an organic reaction: reactants, conditions, products, and yield Yields the product C(=C)C1CC=2C1=CC=CC2 (Vinylbenzocyclobutene), C(=C)C1=C2C(CC2)=CC=C1 (4-vinylbenzocyclobutene). Reactants: BrC1=C2C(CC2)=CC=C1 (4-bromobenzocyclobutene), C1(=C(C=CC=C1)P(C1=C(C=CC=C1)C)C1=C(C=CC=C1)C)C (tri-o-tolylphosphine), BrC1=C2C(CC2)=CC=C1 (4-bromobenzocyclobutene), C(=C)C1=C2C(CC2)=CC=C1 (4-vinylbenzocyclobutene), C=C (ethylene), C=C (ethylene). As a reaction SMILES: Br[C:2]1[CH:9]=[CH:8][CH:7]=[C:4]2[CH2:5][CH2:6][C:3]=12.[CH:10]([C:12]1[CH:19]=[CH:18][CH:17]=[C:14]2[CH2:15][CH2:16][C:13]=12)=[CH2:11].C1(C)C=CC=CC=1P(C1C=CC=CC=1C)C1C=CC=CC=1C.C=C>C([O-])(=O)C.[Pd+2].C([O-])(=O)C.C(N(CC)CC)C.C(#N)C>[CH:10]([CH:5]1[C:4]2=[CH:7][CH:8]=[CH:9][CH:2]=[C:3]2[CH2:6]1)=[CH2:11].[CH:10]([C:12]1[CH:19]=[CH:18][CH:17]=[C:14]2[CH2:15][CH2:16][C:13]=12)=[CH2:11] |f:4.5.6|. The solvent is C(C)N(CC)CC (triethylamine), C(C)#N (acetonitrile). Run at temperature 125 celsius, time 16 hour. Procedure details: The monomer is prepared by heating a mixture of 4-bromobenzocyclobutene with 4-vinylbenzocyclobutene at reflux. Vinylbenzocyclobutene is prepared by adding 0.98 g of 4-bromobenzocyclobutene, 0.04 g palladium (II) acetate, and 0.17 g of tri-o-tolylphosphine to a mixture of 100 ml acetonitrile and 0.6 g of triethylamine in a 450 ml Parr pressure reactor. The reactor is pressurized with 250 psig ethylene. The mixture is heated to 125° C. and stirred for 16 hours. The apparatus is cooled and the rem... The reagents and catalysts are C(C)(=O)[O-].[Pd+2].C(C)(=O)[O-] (palladium (II) acetate). Starting materials: ( ε51,700 ), ( ε16,100 ), C(Cl)(Cl)Cl (CHCl3), C[C@H]1[C@@H]([C@@]([C@H]([C@@H](O1)O[C@H]2C[C@]([C@@H](C3=C2C(=C4C(=C3)C(=O)C5=C(C(=CC6=C5O[C@H]7[C@H]([C@@H]([C@H]([C@@]6(O7)C)O)N(C)C)O)O)C4=O)O)C(=O)O)(C)O)OC)(C)OC)OC (nogalamycinic acid), CCO (EtOH). The solvent is CN(C)C=O (DMF), CO (CH3OH). Run at time 8 hour. Product: C[C@H]1[C@@H]([C@@]([C@H]([C@@H](O1)O[C@H]2C[C@](CC3=C2C(=C4C(=C3)C(=O)C5=C6C(=CC(=C5C4=O)O)[C@@]7([C@@H]([C@H]([C@@H]([C@H](O6)O7)O)N(C)C)O)C)O)(C)O)OC)(C)OC)OC (Nogamycin). Reaction SMILES: [CH3:1][C@@H:2]1[O:7][C@@H:6]([O:8][C@@H:9]2[C:14]3[C:15]([OH:43])=[C:16]4[C:41](=[O:42])[C:22]5[C:23]([OH:40])=[CH:24][C:25]6[C@@:32]7([CH3:34])[O:33][C@H:28]([C@@H:29]([OH:39])[C@H:30]([N:36]([CH3:38])[CH3:37])[C@H:31]7[OH:35])[O:27][C:26]=6[C:21]=5[C:19](=[O:20])[C:17]4=[CH:18][C:13]=3[C@@H:12](C(O)=O)[C@:11]([OH:48])([CH3:47])[CH2:10]2)[C@H:5]([O:49][CH3:50])[C@@:4]([O:52][CH3:53])([CH3:51])[C@H:3]1[O:54][CH3:55].C(Cl)(Cl)Cl.CCO>CN(C=O)C.CO>[CH3:1][C@@H:2]1[O:7][C@@H:6]([O:8][C@@H:9]2[C:14]3[C:15]([OH:43])=[C:16]4[C:41](=[O:42])[C:22]5[C:21](=[C:26]6[O:27][C@@H:28]7[O:33][C@@:32]([CH3:34])([C@H:31]([OH:35])[C@@H:30]([N:36]([CH3:38])[CH3:37])[C@@H:29]7[OH:39])[C:25]6=[CH:24][C:23]=5[OH:40])[C:19](=[O:20])[C:17]4=[CH:18][C:13]=3[CH2:12][C@:11]([OH:48])([CH3:47])[CH2:10]2)[C@H:5]([O:49][CH3:50])[C@@:4]([O:52][CH3:53])([CH3:51])[C@H:3]1[O:54][CH3:55]. Reported procedure: A solution of 12.3 g of nogalamycinic acid in a mixture of 20 ml of DMF and 50 ml of CH3OH was prepared by heating. After the solution had stood at room temperature overnight, it was put on 500 g of silica and eluted with CHCl3 --MeOH starting with 99:1 and gradually increasing the concentration of CH3OH until a ratio of 4:1 was reached. The elution was followed by thin layer chromatography (tlc) (CHCl3 --MeOH--H2O; 78:20:2) and collecting those fractions containing only nogamycin (Rf 0.5). A to... The reactants are ClC1=C(C(=O)NCC2(CCCCCC2)O)C=C(C=C1)N1N=CNC1=O (2-Chloro-N-(1-hydroxy-cycloheptylmethyl)-5-(5-oxo-4,5-dihydro-[1,2,4]triazol-1-yl)-benzamide), C(=O)([O-])[O-].[Cs+].[Cs+] (Cs2CO3), COCCBr (2-Bromoethyl methyl ether). The solvent is O (water), CS(=O)C (DMSO). Conditions: time 48 hour. The product is ClC1=C(C(=O)NCC2(CCCCCC2)O)C=C(C=C1)N1N=CN(C1=O)CCOC (2-Chloro-N-(1-hydroxy-cycloheptylmethyl)-5-[4-(2-methoxy-ethyl)-5-oxo-4,5-dihydro-[1,2,4]triazol-1-yl]-benzamide). The yield is 34.9%. RXN SMILES: [Cl:1][C:2]1[CH:19]=[CH:18][C:17]([N:20]2[C:24](=[O:25])[NH:23][CH:22]=[N:21]2)=[CH:16][C:3]=1[C:4]([NH:6][CH2:7][C:8]1([OH:15])[CH2:14][CH2:13][CH2:12][CH2:11][CH2:10][CH2:9]1)=[O:5].C([O-])([O-])=O.[Cs+].[Cs+].[CH3:32][O:33][CH2:34][CH2:35]Br>CS(C)=O.O>[Cl:1][C:2]1[CH:19]=[CH:18][C:17]([N:20]2[C:24](=[O:25])[N:23]([CH2:35][CH2:34][O:33][CH3:32])[CH:22]=[N:21]2)=[CH:16][C:3]=1[C:4]([NH:6][CH2:7][C:8]1([OH:15])[CH2:9][CH2:10][CH2:11][CH2:12][CH2:13][CH2:14]1)=[O:5] |f:1.2.3|. Reported procedure: A slurry of 2-Chloro-N-(1-hydroxy-cycloheptylmethyl)-5-(5-oxo-4,5-dihydro-[1,2,4]triazol-1-yl)-benzamide (44.4 mg, 0.122 mmol) and Cs2CO3 (66.0 mg, 0.202 mmol) were stirred in DMSO (0.813 mL) at ambient temperature for 20 minutes. 2-Bromoethyl methyl ether (17.0 mg, 0.122 mmol) was added and the reaction stirred at ambient temperature for 48 hours. The reaction was diluted with water (15-fold) and the aqueous extracted with CH2Cl2 (3×). The organics were dried over sodium sulfate, and concentrat...